Dataset: the Open Reaction Database (ORD), a public repository of structured organic reaction records. Task: describe an organic reaction: reactants, conditions, products, and yield Reactants: O=C([O-])[O-], CCOC(=O)c1cnc(C(C)(C)C)cc1O, CCI, CN(C)C=O, [K+], [K+], O. Yields the product CCOC(=O)c1cnc(C(C)(C)C)cc1OCC. Reaction SMILES: [C:17](=[O:18])([O-:19])[O-:20].[CH2:1]([CH3:2])[O:3][C:4]([c:5]1[cH:6][n:7][c:8]([C:12]([CH3:13])([CH3:14])[CH3:15])[cH:9][c:10]1[OH:11])=[O:16].[CH2:23]([CH3:24])[I:25].[CH3:26][N:27]([CH3:28])[CH:29]=[O:30].[K+:21].[K+:22].[OH2:31]>>[CH2:1]([CH3:2])[O:3][C:4]([c:5]1[cH:6][n:7][c:8]([C:12]([CH3:13])([CH3:14])[CH3:15])[cH:9][c:10]1[O:11][CH2:23][CH3:24])=[O:16]. Reactants: C, CC(NC(=O)OCc1ccccc1)C(O[Si](C)(C)C(C)(C)C)C1(C(=O)OC(C)(C)C)CC1, CO, [Pd]. Yields the product CC1NC(=O)C2(CC2)C1O[Si](C)(C)C(C)(C)C. Reaction SMILES: [C:35].[CH2:1]([O:2][C:3](=[O:9])[NH:11][CH:12]([CH:13]([O:14][Si:15]([CH3:16])([CH3:17])[C:18]([CH3:19])([CH3:20])[CH3:21])[C:22]1([C:25]([O:4][C:5]([CH3:6])([CH3:7])[CH3:8])=[O:26])[CH2:23][CH2:24]1)[CH3:32])[c:10]1[cH:27][cH:28][cH:29][cH:30][cH:31]1.[CH3:33][OH:34].[Pd:36]>>[NH:11]1[CH:12]([CH3:32])[CH:13]([O:14][Si:15]([CH3:16])([CH3:17])[C:18]([CH3:19])([CH3:20])[CH3:21])[C:22]2([CH2:23][CH2:24]2)[C:25]1=[O:26]. Starting materials: Cl (hydrochloric acid), [H-].[Na+] (sodium hydride), NC1=NC(=NC=C1C#N)Cl (4-amino-2-chloropyrimidine-5-carbonitrile), ClC1=C(C(=CC=C1)Cl)N=C=O (2,6-dichlorophenyl isocyanate). The solvent is C(C)(=O)OCC (Ethyl acetate), CN(C=O)C (N,N-dimethylformamide). Conditions: time 5 minute. Yields the product ClC1=NC=C2C(=N1)NC(N(C2=N)C2=C(C=CC=C2Cl)Cl)=O (7-chloro-3-(2,6-dichlorophenyl)-4-imino-3,4-dihydropyrimido[4,5-d]pyrimidin-2(1H)-one). Isolated yield 57.1%. As a reaction SMILES: [H-].[Na+].[NH2:3][C:4]1[C:9]([C:10]#[N:11])=[CH:8][N:7]=[C:6]([Cl:12])[N:5]=1.[Cl:13][C:14]1[CH:19]=[CH:18][CH:17]=[C:16]([Cl:20])[C:15]=1[N:21]=[C:22]=[O:23].Cl>C(OCC)(=O)C.CN(C)C=O>[Cl:12][C:6]1[N:5]=[C:4]2[NH:3][C:22](=[O:23])[N:21]([C:15]3[C:14]([Cl:13])=[CH:19][CH:18]=[CH:17][C:16]=3[Cl:20])[C:10](=[NH:11])[C:9]2=[CH:8][N:7]=1 |f:0.1|. Procedure: 1.12 g of sodium hydride was added to an N,N-dimethylformamide (35 mL) solution of 3.0 g of 4-amino-2-chloropyrimidine-5-carbonitrile, and stirred at room temperature for 5 minutes. 4.38 g of 2,6-dichlorophenyl isocyanate was added to the reaction liquid, and stirred at room temperature for 1 hour. Ethyl acetate and aqueous 1 N hydrochloric acid solution were added to the reaction solution, and the organic layer was separated. This was washed with saturated saline water, dried with anhydrous mag... Starting materials: FC(C(=O)O)(F)F (trifluoroacetic acid), NCC1C2(CCN(C2)CC2=CC=CC=C2)CCCN1C(=O)OC(C)(C)C (tert-butyl 6-aminomethyl-2-benzyl-2,7-diazaspiro[4.5]decane-7-carboxylate), C(O)([O-])=O.[Na+] (sodium hydrogen carbonate). Solvent: ClCCl (dichloromethane). Yields the product C(C1=CC=CC=C1)N1CC2(CC1)C(NCCC2)CN (C-(2-benzyl-2,7-diazaspiro[4.5]dec-6-yl)methylamine). RXN SMILES: [NH2:1][CH2:2][CH:3]1[N:19](C(OC(C)(C)C)=O)[CH2:18][CH2:17][CH2:16][C:4]21[CH2:8][N:7]([CH2:9][C:10]1[CH:15]=[CH:14][CH:13]=[CH:12][CH:11]=1)[CH2:6][CH2:5]2.FC(F)(F)C(O)=O.C(=O)([O-])O.[Na+]>ClCCl>[CH2:9]([N:7]1[CH2:6][CH2:5][C:4]2([CH2:16][CH2:17][CH2:18][NH:19][CH:3]2[CH2:2][NH2:1])[CH2:8]1)[C:10]1[CH:11]=[CH:12][CH:13]=[CH:14][CH:15]=1 |f:2.3|. Procedure details: 1 mmol of tert-butyl 6-aminomethyl-2-benzyl-2,7-diazaspiro[4.5]decane-7-carboxylate is dissolved in 2 ml of dichloromethane and the solution is admixed with 2 ml of trifluoroacetic acid. The reaction solution is stirred at room temperature until conversion is complete and then is poured into saturated aqueous sodium hydrogen carbonate solution. The phases are separated and the aqueous phase is extracted with dichloromethane. The combined organic phases are washed with brine, dried over sodium su... Starting materials: ClC1=C(C(=C2CC(CC2=C1C)(C)CC)C)C=O (6-chloro-2-ethyl-2,4,7-trimethylindan-5-carboxaldehyde), O (water), [OH-].[Na+] (NaOH), CC(=O)C (acetone), Cl (HCl). Yields the product ClC1=C(C(=C2CC(CC2=C1C)(C)CC)C)C=CC(C)=O (4-(6-Chloro-2-ethyl-2,4,7-trimethylindan-5-yl)-3-buten-2-one). Yield: 78.0%. RXN SMILES: [Cl:1][C:2]1[C:10]([CH3:11])=[C:9]2[C:5]([CH2:6][C:7]([CH2:13][CH3:14])([CH3:12])[CH2:8]2)=[C:4]([CH3:15])[C:3]=1[CH:16]=O.O.[OH-].[Na+].Cl.[CH3:22][C:23]([CH3:25])=[O:24]>>[Cl:1][C:2]1[C:10]([CH3:11])=[C:9]2[C:5]([CH2:6][C:7]([CH2:13][CH3:14])([CH3:12])[CH2:8]2)=[C:4]([CH3:15])[C:3]=1[CH:16]=[CH:22][C:23](=[O:24])[CH3:25] |f:2.3|. Procedure details: To a solution of 24.35 g of the 6-chloro-2-ethyl-2,4,7-trimethylindan-5-carboxaldehyde in 73 ml of absolute acetone was added 36 ml of water and 40 g of 2% NaOH. After refluxing for 20 hours, the solution was acidified with 2N HCl and extracted with diethyl ether. The organic layer was dried over anhydrous magnesium sulfate, filtered and evaporated under reduced pressure. The residue was purified by silica-gel column chromatography to afford 22.08 g of the title compound as brown oil. Reactants: [BH4-], CC1=C(C)C(C)C(c2ccccc2C=Nc2c(C)cc(C)cc2C)=C1C, Cc1ccccc1, CC(=O)O, [Na+], O. Product: CC1=C(C)C(C)C(c2ccccc2CNc2c(C)cc(C)cc2C)=C1C. RXN SMILES: [BH4-:27].[CH3:1][C:2]1=[C:3]([c:10]2[c:11]([CH:16]=[N:17][c:18]3[c:19]([CH3:26])[cH:20][c:21]([CH3:25])[cH:22][c:23]3[CH3:24])[cH:12][cH:13][cH:14][cH:15]2)[CH:4]([CH3:9])[C:5]([CH3:8])=[C:6]1[CH3:7].[CH3:30][c:31]1[cH:32][cH:33][cH:34][cH:35][cH:36]1.[CH3:37][C:38](=[O:39])[OH:40].[Na+:28].[OH2:29]>>[CH3:1][C:2]1=[C:3]([c:10]2[c:11]([CH2:16][NH:17][c:18]3[c:19]([CH3:26])[cH:20][c:21]([CH3:25])[cH:22][c:23]3[CH3:24])[cH:12][cH:13][cH:14][cH:15]2)[CH:4]([CH3:9])[C:5]([CH3:8])=[C:6]1[CH3:7].